Dataset: the Open Reaction Database (ORD), a public repository of structured organic reaction records. Task: describe an organic reaction: reactants, conditions, products, and yield Starting materials: Cl (hydrochloric acid), Grignard reagent, [Mg] (magnesium), FC1=CC=C(C=C1)Cl (4-fluorochlorobenzene), C1(=CC=CC=C1)S(=O)C1=CC=CC=C1 (Diphenyl sulfoxide), C[Si](C)(C)Cl (trimethylsilyl chloride). Run in C(C)OCC (diethyl ether), O (water), O (water), O1CCCC1 (tetrahydrofuran), ClCCl (dichloromethane). Conditions: time 30 minute. The product is [Cl-].FC1=CC=C(C=C1)[S+](C1=CC=CC=C1)C1=CC=CC=C1 (4-fluorophenyldiphenylsulfonium chloride). Reaction SMILES: [C:1]1([S:7]([C:9]2[CH:14]=[CH:13][CH:12]=[CH:11][CH:10]=2)=O)[CH:6]=[CH:5][CH:4]=[CH:3][CH:2]=1.C[Si]([Cl:19])(C)C.[Mg].[F:21][C:22]1[CH:27]=[CH:26][C:25](Cl)=[CH:24][CH:23]=1.Cl>ClCCl.C(OCC)C.O.O1CCCC1>[Cl-:19].[F:21][C:22]1[CH:27]=[CH:26][C:25]([S+:7]([C:9]2[CH:10]=[CH:11][CH:12]=[CH:13][CH:14]=2)[C:1]2[CH:6]=[CH:5][CH:4]=[CH:3][CH:2]=2)=[CH:24][CH:23]=1 |f:9.10|. Reported procedure: Diphenyl sulfoxide, 40 g (0.2 mole), was dissolved in 400 g of dichloromethane, which was stirred under ice cooling. At a temperature below 20° C., 65 g (0.6 mole) of trimethylsilyl chloride was added dropwise to the solution, which was allowed to mature for 30 minutes at the temperature. Then, a Grignard reagent which had been prepared from 14.6 g (0.6 mole) of metallic magnesium, 78.3 g (0.6 mole) of 4-fluorochlorobenzene and 180 g of tetrahydrofuran (THF) was added dropwise at a temperature b... Starting materials: C(C)OC(=O)C1=NN(C(=C1)C)CC1=C(C=CC(=C1)Cl)OCC1=CC=C(C=C1)OC (1-[5-chloro-2-(4-methoxy-benzyloxy)-benzyl]-5-methyl-1H-pyrazole-3-carboxylic acid ethyl ester), [Li+].[OH-] (LiOH), O (water). Solvent: CCO (EtOH). Reaction conditions: temperature 100 celsius. Yields the product CC1=CC(=NN1)C(=O)O (5-methyl-1H-pyrazole-3-carboxylic acid), ClC=1C=CC(=C(CN2N=C(C=C2C)C(=O)O)C1)OCC1=CC=C(C=C1)OC (1-[5-chloro-2-(4-methoxy-benzyloxy)-benzyl]-5-methyl-1h-pyrazole-3-carboxylic acid). Reaction SMILES: C([O:3][C:4]([C:6]1[CH:10]=[C:9]([CH3:11])[N:8]([CH2:12][C:13]2[CH:18]=[C:17]([Cl:19])[CH:16]=[CH:15][C:14]=2[O:20][CH2:21][C:22]2[CH:27]=[CH:26][C:25]([O:28][CH3:29])=[CH:24][CH:23]=2)[N:7]=1)=[O:5])C.[Li+].[OH-].O>CCO>[CH3:11][C:9]1[NH:8][N:7]=[C:6]([C:4]([OH:5])=[O:3])[CH:10]=1.[Cl:19][C:17]1[CH:16]=[CH:15][C:14]([O:20][CH2:21][C:22]2[CH:23]=[CH:24][C:25]([O:28][CH3:29])=[CH:26][CH:27]=2)=[C:13]([CH:18]=1)[CH2:12][N:8]1[C:9]([CH3:11])=[CH:10][C:6]([C:4]([OH:5])=[O:3])=[N:7]1 |f:1.2|. Reported procedure: To a solution of 1-[5-chloro-2-(4-methoxy-benzyloxy)-benzyl]-5-methyl-1H-pyrazole-3-carboxylic acid ethyl ester, 13, 0.28 g (0.6 mmol) in EtOH (2 mL) was added a solution of LiOH (0.15 g in 0.5 ml H2O). The resulting mixture was heated at 100° C. on microwave for 10 minutes. The mixture was poured into water (20 mL) and extracted with EtOAc (3×15 mL). The organic layers were combined, washed with brine (30 mL), dried (MgSO4) and the volatiles removed in vacuo to yield 5-chloro-2-(4-methoxy-benzy...